Dataset: the Open Reaction Database (ORD), a public repository of structured organic reaction records. Task: describe an organic reaction: reactants, conditions, products, and yield Reactants: BrCc1cccs1, CC(C)(C)[O-], CC(=O)O, [K+], [C-]#[N+]C(CC)C(=O)OC, C1CCOC1. Yields the product [C-]#[N+]C(CC)(Cc1cccs1)C(=O)OC. RXN SMILES: [Br:16][CH2:17][c:18]1[s:19][cH:20][cH:21][cH:22]1.[CH3:1][C:2]([CH3:3])([O-:4])[CH3:5].[CH3:23][C:24](=[O:25])[OH:26].[K+:6].[N+:7](#[C-:8])[CH:9]([C:10](=[O:11])[O:12][CH3:13])[CH2:14][CH3:15].[O:27]1[CH2:28][CH2:29][CH2:30][CH2:31]1>>[N+:7](#[C-:8])[C:9]([C:10](=[O:11])[O:12][CH3:13])([CH2:14][CH3:15])[CH2:17][c:18]1[s:19][cH:20][cH:21][cH:22]1. Reactants: C(C)N(C(=O)COC=1C=CC=C2C(=CNC12)C[C@@H](C)N1C(C=2C(C1=O)=CC=CC2)=O)CC ((R)-7-Diethylaminocarbonylmethyloxy-3-(2-phthalimidopropyl)indole), O.NN (hydrazine monohydrate). Run in C(C)O (ethanol). Conditions: temperature 85 celsius, time 3 hour. The product is C(C)N(C(=O)COC=1C=CC=C2C(=CNC12)C[C@@H](C)N)CC ((R)-7-diethylaminocarbonylmethyloxy-3-(2-aminopropyl)indole). Isolated yield 96.0%. RXN SMILES: [CH2:1]([N:3]([CH2:31][CH3:32])[C:4]([CH2:6][O:7][C:8]1[CH:9]=[CH:10][CH:11]=[C:12]2[C:16]=1[NH:15][CH:14]=[C:13]2[CH2:17][C@H:18]([N:20]1C(=O)C2=CC=CC=C2C1=O)[CH3:19])=[O:5])[CH3:2].O.NN>C(O)C>[CH2:31]([N:3]([CH2:1][CH3:2])[C:4]([CH2:6][O:7][C:8]1[CH:9]=[CH:10][CH:11]=[C:12]2[C:16]=1[NH:15][CH:14]=[C:13]2[CH2:17][C@H:18]([NH2:20])[CH3:19])=[O:5])[CH3:32] |f:1.2|. Reported procedure: (R)-7-Diethylaminocarbonylmethyloxy-3-(2-phthalimidopropyl)indole 10.27 g was suspended in 100 ml of ethanol, and 2.5 ml of hydrazine monohydrate was added thereto. The suspension was heated to reflux in an oil bath of 85° C. For 3 hours. After cooling down, the resulting deposited insoluble materials were filtered off, and the filtrate was concentrated under reduced pressure. Ethyl acetate and a sodium hydroxide aqueous solution were added to the residue and distributed in liquid-liquid, and th...